This data is from the Open Reaction Database (ORD), a public repository of structured organic reaction records. The task is: describe an organic reaction: reactants, conditions, products, and yield Reactants: CC(C)=O, Clc1ccc2c(c1)NCc1ccccc1O2. Product: Clc1ccc2c(c1)N=Cc1ccccc1O2. Reaction SMILES: [CH3:17][C:18](=[O:19])[CH3:20].[Cl:1][c:2]1[cH:3][c:4]2[c:5]([cH:15][cH:16]1)[O:6][c:7]1[c:8]([cH:11][cH:12][cH:13][cH:14]1)[CH2:9][NH:10]2>>[Cl:1][c:2]1[cH:3][c:4]2[c:5]([cH:15][cH:16]1)[O:6][c:7]1[c:8]([cH:11][cH:12][cH:13][cH:14]1)[CH:9]=[N:10]2. Reactants: C1CCOC1, C1CCOC1, C[Si](C)(C)[N-][Si](C)(C)C, COc1ccc2c(c1)CC(=O)N2, Cl, [Li+], [Na+], O=C1OCc2cc(OCCN3CCOCC3)ccc21, [OH-], O. Product: COc1ccc2c(c1)C(=C1OCc3cc(OCCN4CCOCC4)ccc31)C(=O)N2. RXN SMILES: [CH2:23]1[O:24][CH2:25][CH2:26][CH2:27]1.[CH2:50]1[O:51][CH2:52][CH2:53][CH2:54]1.[CH3:14][Si:15]([N-:16][Si:17]([CH3:18])([CH3:19])[CH3:20])([CH3:21])[CH3:22].[CH3:1][O:2][c:3]1[cH:4][c:5]2[c:9]([cH:10][cH:11]1)[NH:8][C:7](=[O:12])[CH2:6]2.[ClH:47].[Li+:13].[Na+:49].[O:28]1[CH2:29][CH2:30][N:31]([CH2:34][CH2:35][O:36][c:37]2[cH:38][c:39]3[c:43]([cH:44][cH:45]2)[C:42](=[O:46])[O:41][CH2:40]3)[CH2:32][CH2:33]1.[OH-:48].[OH2:55]>>[CH3:1][O:2][c:3]1[cH:4][c:5]2[c:9]([cH:10][cH:11]1)[NH:8][C:7](=[O:12])[C:6]2=[C:42]1[O:41][CH2:40][c:39]2[cH:38][c:37]([O:36][CH2:35][CH2:34][N:31]3[CH2:30][CH2:29][O:28][CH2:33][CH2:32]3)[cH:45][cH:44][c:43]21.